Dataset: the Open Reaction Database (ORD), a public repository of structured organic reaction records. Task: describe an organic reaction: reactants, conditions, products, and yield Reactants: ClC1=NC(=CC2=CC=CC=C12)NC1=NNC(=C1)C ((1-chloro-isoquinolin-3-yl)-(5-methyl-1H-pyrazol-3-yl)-amine), FC(C=1C=C(C=CC1)B(O)O)(F)F (3-trifluoromethyl-phenylboronic acid). The product is FC(C=1C=C(C=CC1)C1=NC(=CC2=CC=CC=C12)NC1=NNC(=C1)C)(F)F ([1-(3-trifluoromethyl-phenyl)-isoquinolin-3-yl]-(5-methyl-1H-pyrazol-3-yl)-amine). RXN SMILES: Cl[C:2]1[C:11]2[C:6](=[CH:7][CH:8]=[CH:9][CH:10]=2)[CH:5]=[C:4]([NH:12][C:13]2[CH:17]=[C:16]([CH3:18])[NH:15][N:14]=2)[N:3]=1.[F:19][C:20]([F:31])([F:30])[C:21]1[CH:22]=[C:23](B(O)O)[CH:24]=[CH:25][CH:26]=1>>[F:19][C:20]([F:31])([F:30])[C:21]1[CH:26]=[C:25]([C:2]2[C:11]3[C:6](=[CH:7][CH:8]=[CH:9][CH:10]=3)[CH:5]=[C:4]([NH:12][C:13]3[CH:17]=[C:16]([CH3:18])[NH:15][N:14]=3)[N:3]=2)[CH:24]=[CH:23][CH:22]=1. Procedure: Similar procedure as described in example 131 was used, starting from (1-chloro-isoquinolin-3-yl)-(5-methyl-1H-pyrazol-3-yl)-amine and 3-trifluoromethyl-phenylboronic acid to give [1-(3-trifluoromethyl-phenyl)-isoquinolin-3-yl]-(5-methyl-1H-pyrazol-3-yl)-amine. LC-MS m/e 369(MH+). Product: O=C(O)C(C1CCCC1)n1c(-c2ccc(Cl)cc2)nc2cc(F)c(F)cc21. Starting materials: O=NN(Cc1ccccc1)C(=O)C(C1CCCC1)n1c(-c2ccc(Cl)cc2)nc2cc(F)c(F)cc21, CCOC(C)=O, Cl, [Li+], C1CCOC1, [OH-], O, O, OO. RXN SMILES: [CH2:1]([N:2]([N:3]=[O:4])[C:9]([CH:10]([CH:11]1[CH2:12][CH2:13][CH2:14][CH2:15]1)[n:16]1[c:17](-[c:27]2[cH:28][cH:29][c:30]([Cl:33])[cH:31][cH:32]2)[n:18][c:19]2[c:20]1[cH:21][c:22]([F:26])[c:23]([F:25])[cH:24]2)=[O:34])[c:5]1[cH:6][cH:7][cH:8][cH:35][cH:36]1.[CH3:49][CH2:50][O:51][C:52](=[O:53])[CH3:54].[ClH:42].[Li+:39].[O:43]1[CH2:44][CH2:45][CH2:46][CH2:47]1.[OH-:38].[OH2:37].[OH2:48].[OH:40][OH:41]>>[C:9]([CH:10]([CH:11]1[CH2:12][CH2:13][CH2:14][CH2:15]1)[n:16]1[c:17](-[c:27]2[cH:28][cH:29][c:30]([Cl:33])[cH:31][cH:32]2)[n:18][c:19]2[c:20]1[cH:21][c:22]([F:26])[c:23]([F:25])[cH:24]2)(=[O:34])[OH:37]. Reactants: CCCCc1c(C=CC(=O)Oc2ccc([N+](=O)[O-])cc2)cc(OC)c2ccccc12, C1CCOC1, NCCCCCCc1cncnc1. The product is CCCCc1c(C=CC(=O)NCCCCCCc2cncnc2)cc(OC)c2ccccc12. As a reaction SMILES: [N+:1]([c:2]1[cH:3][cH:4][c:5]([O:10][C:11](=[O:6])[CH:12]=[CH:13][c:14]2[c:15]([CH2:26][CH2:27][CH2:28][CH3:29])[c:16]3[cH:17][cH:18][cH:19][cH:20][c:21]3[c:22]([O:24][CH3:25])[cH:23]2)[cH:7][cH:8]1)([O-:9])=[O:30].[O:44]1[CH2:45][CH2:46][CH2:47][CH2:48]1.[n:31]1[cH:32][n:33][cH:34][c:35]([CH2:37][CH2:38][CH2:39][CH2:40][CH2:41][CH2:42][NH2:43])[cH:36]1>>[O:10]=[C:11]([CH:12]=[CH:13][c:14]1[c:15]([CH2:26][CH2:27][CH2:28][CH3:29])[c:16]2[cH:17][cH:18][cH:19][cH:20][c:21]2[c:22]([O:24][CH3:25])[cH:23]1)[NH:43][CH2:42][CH2:41][CH2:40][CH2:39][CH2:38][CH2:37][c:35]1[cH:34][n:33][cH:32][n:31][cH:36]1. Starting materials: ClC=1C=C(C=2N(N1)C=CN2)NC2=NC(=CC=C2)N2C(CCC2)C (6-chloro-N-(6-(2-methylpyrrolidin-1-yl)pyridin-2-yl)imidazo[1,2-b]pyridazin-8-amine), N1=CC(=CC=C1)B(O)O (pyridin-3-ylboronic acid), CC(C)C1=CC(=C(C(=C1)C(C)C)C2=C(C=CC=C2)P(C3CCCCC3)C4CCCCC4)C(C)C (X-Phos), C(=O)([O-])[O-].[Na+].[Na+] (Na2CO3). Reagents/catalysts: C=1C=CC(=CC1)/C=C/C(=O)/C=C/C2=CC=CC=C2.C=1C=CC(=CC1)/C=C/C(=O)/C=C/C2=CC=CC=C2.[Pd] (Pd(dba)2). Solvent: O1CCOCC1.O (dioxane H2O). Reaction conditions: temperature 95 celsius, time 18 hour. The product is CC1N(CCC1)C1=CC=CC(=N1)NC=1C=2N(N=C(C1)C=1C=NC=CC1)C=CN2 (N-(6-(2-methylpyrrolidin-1-yl)pyridin-2-yl)-6-(pyridin-3-yl)imidazo[1,2-b]pyridazin-8-amine). Isolated yield 44.9%. As a reaction SMILES: Cl[C:2]1[CH:3]=[C:4]([NH:11][C:12]2[CH:17]=[CH:16][CH:15]=[C:14]([N:18]3[CH2:22][CH2:21][CH2:20][CH:19]3[CH3:23])[N:13]=2)[C:5]2[N:6]([CH:8]=[CH:9][N:10]=2)[N:7]=1.[N:24]1[CH:29]=[CH:28][CH:27]=[C:26](B(O)O)[CH:25]=1.CC(C1C=C(C(C)C)C(C2C=CC=CC=2P(C2CCCCC2)C2CCCCC2)=C(C(C)C)C=1)C.C([O-])([O-])=O.[Na+].[Na+]>O1CCOCC1.O.C1C=CC(/C=C/C(/C=C/C2C=CC=CC=2)=O)=CC=1.C1C=CC(/C=C/C(/C=C/C2C=CC=CC=2)=O)=CC=1.[Pd]>[CH3:23][CH:19]1[CH2:20][CH2:21][CH2:22][N:18]1[C:14]1[N:13]=[C:12]([NH:11][C:4]2[C:5]3[N:6]([CH:8]=[CH:9][N:10]=3)[N:7]=[C:2]([C:26]3[CH:25]=[N:24][CH:29]=[CH:28][CH:27]=3)[CH:3]=2)[CH:17]=[CH:16][CH:15]=1 |f:3.4.5,6.7,8.9.10|. Reported procedure: A mixture of 6-chloro-N-(6-(2-methylpyrrolidin-1-yl)pyridin-2-yl)imidazo[1,2-b]pyridazin-8-amine (0.05 g, 0.15 mmol), pyridin-3-ylboronic acid (0.022 g, 0.18 mmol), Pd(dba)2 (0.02 g, 0.035 mmol), X-Phos (0.02 g, 0.042 mmol) and Na2CO3 (0.032 g, 0.3 mmol) in dioxane/H2O (20 mL/2 mL) was stirred at 95° C. for 18 h under N2 atmosphere. The solvent was removed in vacuo and the residue purified by chromatography (silica gel, petroleum ether/ethyl acetate 3:1) to give N-(6-(2-methylpyrrolidin-1-yl)pyr... Reactants: C(C1=CC=CC=C1)OC(=O)[C@H]1CC=CCC1 ((1R)-3-cyclohexene-1-carboxylic acid benzyl ester), [C@@H]1(CC=CCC1)C(=O)O ((1R)-3-cyclohexene-1-carboxylic acid). Yields the product C(C1=CC=CC=C1)OC(=O)[C@H]1C[C@@H]2O[C@@H]2CC1 ((1S,3R,6R)-7-oxabicyclo[4.1.0]heptane-3-carboxylic acid benzyl ester). RXN SMILES: [CH2:1]([O:8][C:9]([C@@H:11]1[CH2:16][CH2:15][CH:14]=[CH:13][CH2:12]1)=[O:10])[C:2]1[CH:7]=[CH:6][CH:5]=[CH:4][CH:3]=1.[C@@H]1(C(O)=[O:24])CCC=CC1>>[CH2:1]([O:8][C:9]([C@@H:11]1[CH2:16][CH2:15][C@@H:14]2[C@@H:13]([O:24]2)[CH2:12]1)=[O:10])[C:2]1[CH:7]=[CH:6][CH:5]=[CH:4][CH:3]=1. Procedure details: In a manner similar to that employed in Referential Example 99, (1R)-3-cyclohexene-1-carboxylic acid benzyl ester was prepared from (1R)-3-cyclohexene-1-carboxylic acid (J. Am. Chem. Soc, vol. 100, p. 5199 (1978)). Starting materials: C(C)(=O)OC(CCC1SCC(N1CCCCCCC(=O)OC)=O)CCCCC (methyl 7-[2-(3-acetyloxyoctyl)-4-oxo-3-thiazolidinyl]-heptanoate), C(CCCCCC)(=O)[O-] (heptanoate). Yields the product O[C@H](CCC1SCC(N1CCCCCCC(=O)O)=O)CCCCC (7-[2-(3(S)-Hydroxyoctyl)-4-oxo-3-thiazolidinyl]heptanoic Acid). As a reaction SMILES: C([O:4][CH:5]([CH2:24][CH2:25][CH2:26][CH2:27][CH3:28])[CH2:6][CH2:7][CH:8]1[N:12]([CH2:13][CH2:14][CH2:15][CH2:16][CH2:17][CH2:18][C:19]([O:21]C)=[O:20])[C:11](=[O:23])[CH2:10][S:9]1)(=O)C.C([O-])(=O)CCCCCC>>[OH:4][C@@H:5]([CH2:24][CH2:25][CH2:26][CH2:27][CH3:28])[CH2:6][CH2:7][CH:8]1[N:12]([CH2:13][CH2:14][CH2:15][CH2:16][CH2:17][CH2:18][C:19]([OH:21])=[O:20])[C:11](=[O:23])[CH2:10][S:9]1. Procedure details: This compound is prepared exactly by the same method as described in Example 1, Step B, except that the methyl 7-[2-(3-acetyloxyoctyl)-4-oxo-3-thiazolidinyl]-heptanoate is replaced by methyl 7-[2-3(S)-acetyloxyoctyl)-4-oxo-3-thiazolidinyl]heptanoate. Purification of the product resulting from this method by column chromatography on silica gel affords the pure title compound as a pale yellow oil.